Dataset: the Open Reaction Database (ORD), a public repository of structured organic reaction records. Task: describe an organic reaction: reactants, conditions, products, and yield The reactants are C(C)(C)(C)OC(N=C(N(CC(N1C([C@@H]([C@@H]([C@H](C1)O)O)O)CO)=O)C)NC(=O)OC(C)(C)C)=O (tert-butyl(tert-butoxycarbonylamino)(methyl(2-oxo-2-((3S,4R,5S)-3,4,5-trihydroxy-2-(hydroxymethyl)piperidin-1-yl)ethyl)amino)methylenecarbamate), resultant mixture. Run in FC(C(=O)O)(F)F.O (trifluoroacetic acid H2O). Product: creatine deoxygalactonojirimycin amide, CN(C(=N)N)CC(N1C([C@@H]([C@@H]([C@H](C1)O)O)O)CO)=O (1-methyl-1-(2-oxo-2-((3S,4R,5S)-3,4,5-trihydroxy-2-(hydroxymethyl)piperidin-1-yl)ethyl)guanidine). Reaction SMILES: C(OC(=O)[N:7]=[C:8]([NH:25]C(OC(C)(C)C)=O)[N:9]([CH3:24])[CH2:10][C:11](=[O:23])[N:12]1[CH2:17][C@H:16]([OH:18])[C@@H:15]([OH:19])[C@@H:14]([OH:20])[CH:13]1[CH2:21][OH:22])(C)(C)C>FC(F)(F)C(O)=O.O>[CH3:24][N:9]([CH2:10][C:11](=[O:23])[N:12]1[CH2:17][C@H:16]([OH:18])[C@@H:15]([OH:19])[C@@H:14]([OH:20])[CH:13]1[CH2:21][OH:22])[C:8]([NH2:25])=[NH:7] |f:1.2|. Reported procedure: In a dry, round bottomed flask, equipped with a magnetic stirrer, 23.81 g (0.050 mol) of tert-butyl(tert-butoxycarbonylamino)(methyl(2-oxo-2-((3S,4R,5S)-3,4,5-trihydroxy-2-(hydroxymethyl)piperidin-1-yl)ethyl)amino)methylenecarbamate is dissolved in 275 mL of a trifluoroacetic acid:H2O (1:1) mixture. The resultant mixture is stirred for 2 hours at room temperature, after which it is concentrated under reduced pressure and then purified by flash chromatography (ethyl acetate/hexanes; 2/3) to yield... The reactants are N1CC(C1)C(=O)NC1=CC=C(OC2CCN(CC2)C(=O)OC(C)(C)C)C=C1 (tert-Butyl 4-(4-(azetidine-3-carboxamido)phenoxy)piperidine-1-carboxylate), CC1(C2=CC=CC(=C2OC=2C(=CC=CC12)P(C1=CC=CC=C1)C1=CC=CC=C1)P(C1=CC=CC=C1)C1=CC=CC=C1)C ((9,9-dimethyl-9H-xanthene-4,5-diyl)bis(diphenylphosphine)), C([O-])([O-])=O.[Cs+].[Cs+] (cesium carbonate), BrC=1C=NC=CC1 (3-bromopyridine). Reagents/catalysts: C=1C=CC(=CC1)/C=C/C(=O)/C=C/C2=CC=CC=C2.C=1C=CC(=CC1)/C=C/C(=O)/C=C/C2=CC=CC=C2.[Pd] (bis(dibenzylideneacetone)palladium(0)). The solvent is O1CCOCC1 (dioxane). Reaction conditions: temperature 100 celsius. Product: N1=CC(=CC=C1)N1CC(C1)C(=O)NC1=CC=C(OC2CCN(CC2)C(=O)OC(C)(C)C)C=C1 (tert-butyl 4-(4-(1-(pyridin-3-yl)azetidine-3-carboxamido)phenoxy)piperidine-1-carboxylate). Reaction SMILES: [NH:1]1[CH2:4][CH:3]([C:5]([NH:7][C:8]2[CH:27]=[CH:26][C:11]([O:12][CH:13]3[CH2:18][CH2:17][N:16]([C:19]([O:21][C:22]([CH3:25])([CH3:24])[CH3:23])=[O:20])[CH2:15][CH2:14]3)=[CH:10][CH:9]=2)=[O:6])[CH2:2]1.C(=O)([O-])[O-].[Cs+].[Cs+].Br[C:35]1[CH:36]=[N:37][CH:38]=[CH:39][CH:40]=1.CC1(C)C2C=CC=C(P(C3C=CC=CC=3)C3C=CC=CC=3)C=2OC2C1=CC=CC=2P(C1C=CC=CC=1)C1C=CC=CC=1>O1CCOCC1.C1C=CC(/C=C/C(/C=C/C2C=CC=CC=2)=O)=CC=1.C1C=CC(/C=C/C(/C=C/C2C=CC=CC=2)=O)=CC=1.[Pd]>[N:37]1[CH:38]=[CH:39][CH:40]=[C:35]([N:1]2[CH2:4][CH:3]([C:5]([NH:7][C:8]3[CH:9]=[CH:10][C:11]([O:12][CH:13]4[CH2:14][CH2:15][N:16]([C:19]([O:21][C:22]([CH3:24])([CH3:23])[CH3:25])=[O:20])[CH2:17][CH2:18]4)=[CH:26][CH:27]=3)=[O:6])[CH2:2]2)[CH:36]=1 |f:1.2.3,7.8.9|. Reported procedure: tert-Butyl 4-(4-(azetidine-3-carboxamido)phenoxy)piperidine-1-carboxylate (4.97 g, 13.24 mmol), cesium carbonate (10.78 g, 33.1 mmol), 3-bromopyridine (1.307 ml, 13.24 mmol), (9,9-dimethyl-9H-xanthene-4,5-diyl)bis(diphenylphosphine) (0.764 g, 1.32 mmol) and bis(dibenzylideneacetone)palladium(0) (0.606 g, 0.662 mmol) were suspended in dioxane (50 ml), bubbled with nitrogen for 30 minutes and heated at 100° C. overnight. The mixture was filtered through a celite pad with dichloromethane washes and... Reactants: C(#N)CC(=O)OCC (Ethyl cyanoacetate), [Mg] (magnesium), C(C)OCC (ethyl ether), CI (methyliodide), S(O)(O)(=O)=O (sulfuric acid), [Mg] (magnesium), II (iodine), BrC1=CC=CC=C1 (Bromobenzene), CCOCC (ether). The product is NC1=C(C=CC(=O)OCC)C=CC=C1 (Ethyl 2-aminocinnamate). As a reaction SMILES: [Mg].Br[C:3]1C=C[CH:6]=[CH:5][CH:4]=1.II.CI.[C:13]([CH2:15][C:16](OCC)=O)#[N:14].S(=O)(=O)(O)[OH:22].[CH3:26][CH2:27][O:28][CH2:29][CH3:30]>>[NH2:14][C:13]1[CH:15]=[CH:16][CH:6]=[CH:5][C:4]=1[CH:3]=[CH:26][C:27]([O:28][CH2:29][CH3:30])=[O:22]. Procedure: To a solution of dry ethyl ether (300 ml.) is added magnesium turnings (16.9 g.). Bromobenzene (103 g.) in ether (600 ml.) is added at a rate to maintain gentle refluxing (An iodine crystal or a ml. of methyliodide often must be added to initiate the reaction.). Refluxing is continued until most of the magnesium has reacted. Ethyl cyanoacetate (30 g.) is added over a 30 minute period and the reaction mixture allowed to stir for 3 hours at room temperature after which time 3.5N sulfuric acid (180... Starting materials: CCN(CC)CCN, Cc1ccccc1, CCCCCC, CCOC(=O)c1nc(Cl)c(N)nc1OCC. Product: CCOc1nc(N)c(Cl)nc1C(=O)NCCN(CC)CC. RXN SMILES: [CH2:24]([CH3:25])[N:26]([CH2:27][CH2:28][NH2:29])[CH2:30][CH3:31].[CH3:1][c:2]1[cH:3][cH:4][cH:5][cH:6][cH:7]1.[CH3:32][CH2:33][CH2:34][CH2:35][CH2:36][CH3:37].[NH2:8][c:9]1[n:10][c:11]([O:21][CH2:22][CH3:23])[c:12]([C:16]([O:18][CH2:17][CH3:19])=[O:20])[n:13][c:14]1[Cl:15]>>[NH2:8][c:9]1[n:10][c:11]([O:21][CH2:22][CH3:23])[c:12]([C:16](=[O:18])[NH:29][CH2:28][CH2:27][N:26]([CH2:24][CH3:25])[CH2:30][CH3:31])[n:13][c:14]1[Cl:15]. The reactants are Cl (HCl), O1CCOCC1 (1,4-dioxane), O1C(=NC2=NC=CC=C21)N2C(CN(CC2)C(=O)OC(C)(C)C)COC=2C=NC=CC2 (tert-butyl 4-(oxazolo[4,5-b]pyridin-2-yl)-3-((pyridin-3-yloxy)methyl)piperazine-1-carboxylate), Cl (HCl), O1CCOCC1 (1,4-dioxane). The solvent is CO (MeOH). Reaction conditions: time 1 hour. The product is Cl.N1=CC(=CC=C1)OCC1N(CCNC1)C=1OC=2C(=NC=CC2)N1 (2-(2-((pyridin-3-yloxy)methyl)piperazin-1-yl)oxazolo[4,5-b]pyridine hydrochloride). Isolated yield 64.0%. As a reaction SMILES: [ClH:1].O1CCOCC1.[O:8]1[C:16]2[C:11](=[N:12][CH:13]=[CH:14][CH:15]=2)[N:10]=[C:9]1[N:17]1[CH2:22][CH2:21][N:20](C(OC(C)(C)C)=O)[CH2:19][CH:18]1[CH2:30][O:31][C:32]1[CH:33]=[N:34][CH:35]=[CH:36][CH:37]=1>CO>[ClH:1].[N:34]1[CH:35]=[CH:36][CH:37]=[C:32]([O:31][CH2:30][CH:18]2[CH2:19][NH:20][CH2:21][CH2:22][N:17]2[C:9]2[O:8][C:16]3[C:11]([N:10]=2)=[N:12][CH:13]=[CH:14][CH:15]=3)[CH:33]=1 |f:4.5|. Procedure details: 4 M HCl in 1,4-dioxane (6 mL, 24 mmol) was added to a solution of tert-butyl 4-(oxazolo[4,5-b]pyridin-2-yl)-3-((pyridin-3-yloxy)methyl)piperazine-1-carboxylate (273 mg, 0.664 mmol) in MeOH (1 mL). After 1 h, the reaction mixture was concentrated under reduced pressure and purified by HPLC (5 to 50% MeCN/0.1% TFA in H2O/0.1% TFA gradient). The fractions containing the desired product were combined and brought to pH 12 with 1 N NaOH and were extracted with EtOAc (3×). The combined organics were dr... Reactants: COC(=O)COc1cc(OCc2ccc(OCc3nc(-c4ccccc4)oc3C)cc2)ccc1C(=O)c1ccccc1, CO, Cl, [Na+], C1CCOC1, [OH-], O. Yields the product Cc1oc(-c2ccccc2)nc1COc1ccc(COc2ccc(C(=O)c3ccccc3)c(OCC(=O)O)c2)cc1. RXN SMILES: [C:1]([c:2]1[cH:3][cH:4][cH:5][cH:6][cH:7]1)(=[O:8])[c:9]1[c:10]([O:11][CH2:12][C:13](=[O:14])[O:15][CH3:16])[cH:17][c:18]([O:21][CH2:22][c:23]2[cH:24][cH:25][c:26]([O:29][CH2:30][c:31]3[n:32][c:33](-[c:37]4[cH:38][cH:39][cH:40][cH:41][cH:42]4)[o:34][c:35]3[CH3:36])[cH:27][cH:28]2)[cH:19][cH:20]1.[CH3:52][OH:53].[ClH:50].[Na+:49].[O:43]1[CH2:44][CH2:45][CH2:46][CH2:47]1.[OH-:48].[OH2:51]>>[C:1]([c:2]1[cH:3][cH:4][cH:5][cH:6][cH:7]1)(=[O:8])[c:9]1[c:10]([O:11][CH2:12][C:13](=[O:14])[OH:15])[cH:17][c:18]([O:21][CH2:22][c:23]2[cH:24][cH:25][c:26]([O:29][CH2:30][c:31]3[n:32][c:33](-[c:37]4[cH:38][cH:39][cH:40][cH:41][cH:42]4)[o:34][c:35]3[CH3:36])[cH:27][cH:28]2)[cH:19][cH:20]1.